describe an organic reaction: reactants, conditions, products, and yield From a dataset of the Open Reaction Database (ORD), a public repository of structured organic reaction records. Starting materials: O=[N+]([O-])c1ccc(S(=O)(=O)Nc2cc3c(cc2F)COB3O)c(F)c1, [H][H], C1COCCO1. The product is Nc1ccc(S(=O)(=O)Nc2cc3c(cc2F)COB3O)c(F)c1. Reaction SMILES: [F:1][c:2]1[c:3]([S:11](=[O:12])(=[O:13])[NH:14][c:15]2[c:16]([F:25])[cH:17][c:18]3[c:19]([cH:24]2)[B:20]([OH:23])[O:21][CH2:22]3)[cH:4][cH:5][c:6]([N+:8]([O-:9])=[O:10])[cH:7]1.[H:26][H:27].[O:28]1[CH2:29][CH2:30][O:31][CH2:32][CH2:33]1>>[F:1][c:2]1[c:3]([S:11](=[O:12])(=[O:13])[NH:14][c:15]2[c:16]([F:25])[cH:17][c:18]3[c:19]([cH:24]2)[B:20]([OH:23])[O:21][CH2:22]3)[cH:4][cH:5][c:6]([NH2:8])[cH:7]1. Starting materials: C(C=1C(S)=CC=CC1)(=O)O (Thiosalicylic acid), BrC1=CC=C(C=C1)O (4-bromophenol). The solvent is OS(=O)(=O)O (H2SO4). Conditions: time 48 hour. Product: BrC1=CC=C(C=2SC3=CC=CC=C3C(C12)=O)O (1-Bromo-4-hydroxy-thioxanthen-9-one). Yield: 60.8%. Reaction SMILES: [C:1](O)(=[O:9])[C:2]1[C:3](=[CH:5][CH:6]=[CH:7][CH:8]=1)[SH:4].[Br:11][C:12]1[CH:17]=[CH:16][C:15]([OH:18])=[CH:14][CH:13]=1>OS(O)(=O)=O>[Br:11][C:12]1[C:17]2[C:1](=[O:9])[C:2]3[C:3](=[CH:5][CH:6]=[CH:7][CH:8]=3)[S:4][C:16]=2[C:15]([OH:18])=[CH:14][CH:13]=1. Procedure details: Thiosalicylic acid (20.0 g, 129.71 mmol) and 4-bromophenol (35.9 g, 207.53 mmol) were suspended in conc. H2SO4 (200 ml) and stirred for 48 hours. The red solution was slowly poured onto ice (500 ml) with vigorous stirring. The resulting yellow precipitate was filtered, and dried in a vacuum oven (50° C.) to give the title compound (24.23 g, 61%) as a yellow amorphous solid. m/z (LC-MS, ESP), RT=4.39 min, (M−−1)=305–307. Reactants: C(C1=CC=CC=C1)OC=1C(=NN2C1C(N(CC2C2=CC=CC=C2)C)=O)C(=O)O (3-benzyloxy-5-methyl-4-oxo-7-phenyl-4,5,6,7-tetrahydropyrazolo[1,5-a]pyrazine-2-carboxylic acid), Cl.FC1=CC(=C(CN)C=C1)C(=O)NC (4-fluoro-2-[(methylamino)carbonyl]benzylamine hydrochloride). The product is C(C1=CC=CC=C1)OC=1C(=NN2C1C(N(CC2C2=CC=CC=C2)C)=O)C(=O)NCC2=C(C=C(C=C2)F)C(=O)NC (3-Benzyloxy-N-(4-fluoro-2-[(methylamino)carbonyl]benzyl)-5-methyl-4-oxo-7-phenyl-4,5,6,7-tetrahydropyrazolo[1,5-a]pyrazine-2-carboxamide). Reaction SMILES: [CH2:1]([O:8][C:9]1[C:10]([C:26]([OH:28])=O)=[N:11][N:12]2[CH:17]([C:18]3[CH:23]=[CH:22][CH:21]=[CH:20][CH:19]=3)[CH2:16][N:15]([CH3:24])[C:14](=[O:25])[C:13]=12)[C:2]1[CH:7]=[CH:6][CH:5]=[CH:4][CH:3]=1.Cl.[F:30][C:31]1[CH:38]=[CH:37][C:34]([CH2:35][NH2:36])=[C:33]([C:39]([NH:41][CH3:42])=[O:40])[CH:32]=1>>[CH2:1]([O:8][C:9]1[C:10]([C:26]([NH:36][CH2:35][C:34]2[CH:37]=[CH:38][C:31]([F:30])=[CH:32][C:33]=2[C:39]([NH:41][CH3:42])=[O:40])=[O:28])=[N:11][N:12]2[CH:17]([C:18]3[CH:23]=[CH:22][CH:21]=[CH:20][CH:19]=3)[CH2:16][N:15]([CH3:24])[C:14](=[O:25])[C:13]=12)[C:2]1[CH:7]=[CH:6][CH:5]=[CH:4][CH:3]=1 |f:1.2|. Procedure: The title compound was prepared from 3-benzyloxy-5-methyl-4-oxo-7-phenyl-4,5,6,7-tetrahydropyrazolo[1,5-a]pyrazine-2-carboxylic acid using a procedure similar to that described in Example 2, Step 5, except that 4-fluoro-2-[(methylamino)carbonyl]benzylamine hydrochloride was used in place of 4-fluorobenzylamine. 1H NMR (400 MHz, d6-DMSO) δ 8.51 (d, J=4.8 Hz, 1H), 8.38 (t, J=4.0 Hz, 1H), 7.43-7.24 (m, 11H), 6.92-6.91 (m, 2H), 5.78-5.77 (m, 1H), 5.36 (dd, J=10.8, 38.4 Hz, 2H), 4.46 (dd, J=6.0, 18.4...